This data is from the Open Reaction Database (ORD), a public repository of structured organic reaction records. The task is: describe an organic reaction: reactants, conditions, products, and yield Starting materials: ClC=1C=C2CCC(CC2=CC1)=O (6-chloro-2-tetralone), N1CCNCCC1 (homopiperazine), 3A. Solvent: C1(=CC=CC=C1)C (toluene). Product: Cl.Cl.N1(CCNCCC1)C1CC2=CC=C(C=C2CC1)Cl (2-Homopiperazinyl-6-chloro-1,2,3,4-tetrahydronaphthalene dihydrochloride). The yield is 71.6%. As a reaction SMILES: [Cl:1][C:2]1[CH:3]=[C:4]2[C:9](=[CH:10][CH:11]=1)[CH2:8][C:7](=O)[CH2:6][CH2:5]2.[NH:13]1[CH2:19][CH2:18][CH2:17][NH:16][CH2:15][CH2:14]1>C1(C)C=CC=CC=1>[ClH:1].[ClH:1].[N:13]1([CH:7]2[CH2:6][CH2:5][C:4]3[C:9](=[CH:10][CH:11]=[C:2]([Cl:1])[CH:3]=3)[CH2:8]2)[CH2:19][CH2:18][CH2:17][NH:16][CH2:15][CH2:14]1 |f:3.4.5|. Procedure: To a solution of 6-chloro-2-tetralone (7.22 g) and homopiperazine (8.0 g) in 100 ml of toluene were added 10 g of 3A molecular sieves. The mixture was heated on the steam bath for 2 hours, the sieves were filtered off, and toluene was evaporated from the filtrate. The residue was dissolved in a mixture of 100 ml of THF and 30 ml of methanol. The resultant solution was cooled in an ice bath with stirring under nitrogen, 2.51 g of sodium cyanoborohydride were added, and, with stirring and cooling,... Starting materials: CCOC(C)=O, COC1C(C)OC(ONCc2ccc(-c3ncn(-c4ccc(OC(F)(F)F)cc4)n3)cc2)C(OC)C1OC, O=C1CCC(=O)O1, c1ccncc1. The product is COC1C(C)OC(ON(Cc2ccc(-c3ncn(-c4ccc(OC(F)(F)F)cc4)n3)cc2)C(=O)CCC(=O)O)C(OC)C1OC. RXN SMILES: [CH3:52][CH2:53][O:54][C:55]([CH3:56])=[O:57].[F:1][C:2]([O:3][c:4]1[cH:5][cH:6][c:7](-[n:10]2[n:11][c:12](-[c:15]3[cH:16][cH:17][c:18]([CH2:19][NH:20][O:21][CH:22]4[O:23][CH:24]([CH3:34])[CH:25]([O:32][CH3:33])[CH:26]([O:30][CH3:31])[CH:27]4[O:28][CH3:29])[cH:35][cH:36]3)[n:13][cH:14]2)[cH:8][cH:9]1)([F:37])[F:38].[O:39]=[C:40]1[CH2:41][CH2:42][C:43](=[O:44])[O:45]1.[cH:46]1[cH:47][cH:48][n:49][cH:50][cH:51]1>>[F:1][C:2]([O:3][c:4]1[cH:5][cH:6][c:7](-[n:10]2[n:11][c:12](-[c:15]3[cH:16][cH:17][c:18]([CH2:19][N:20]([O:21][CH:22]4[O:23][CH:24]([CH3:34])[CH:25]([O:32][CH3:33])[CH:26]([O:30][CH3:31])[CH:27]4[O:28][CH3:29])[C:43]([CH2:42][CH2:41][C:40](=[O:39])[OH:45])=[O:44])[cH:35][cH:36]3)[n:13][cH:14]2)[cH:8][cH:9]1)([F:37])[F:38]. The reactants are Cl.O1CCOCC1 (hydrogen chloride dioxane), C1(=CC=C(C=C1)C(C)=NOCCOC1=CC=C(C=C1)CC(C(=O)OCC)N(CC)C1=CC=CC=C1)C1=CC=CC=C1 (Ethyl 3-[4-[2-[[1-(4-biphenylyl)ethylidene]aminoxy]ethoxy]phenyl]-2-(N-phenyl-N-ethylamino)propionate), [OH-].[Na+] (sodium hydroxide). Product: Cl (hydrochloride), Cl.C1(=CC=C(C=C1)C(C)=NOCCOC1=CC=C(C=C1)CC(C(=O)O)N(CC)C1=CC=CC=C1)C1=CC=CC=C1 (3-[4-[2-[[1-(4-Biphenylyl)ethylidene]aminoxy]ethoxy]phenyl]-2-(N-phenyl-N-ethylamino)propionic acid hydrochloride). Reaction SMILES: [C:1]1([C:36]2[CH:41]=[CH:40][CH:39]=[CH:38][CH:37]=2)[CH:6]=[CH:5][C:4]([C:7](=[N:9][O:10][CH2:11][CH2:12][O:13][C:14]2[CH:19]=[CH:18][C:17]([CH2:20][CH:21]([N:27]([C:30]3[CH:35]=[CH:34][CH:33]=[CH:32][CH:31]=3)[CH2:28][CH3:29])[C:22]([O:24]CC)=[O:23])=[CH:16][CH:15]=2)[CH3:8])=[CH:3][CH:2]=1.[OH-].[Na+].[ClH:44].O1CCOCC1>>[ClH:44].[ClH:44].[C:1]1([C:36]2[CH:37]=[CH:38][CH:39]=[CH:40][CH:41]=2)[CH:2]=[CH:3][C:4]([C:7](=[N:9][O:10][CH2:11][CH2:12][O:13][C:14]2[CH:19]=[CH:18][C:17]([CH2:20][CH:21]([N:27]([C:30]3[CH:31]=[CH:32][CH:33]=[CH:34][CH:35]=3)[CH2:28][CH3:29])[C:22]([OH:24])=[O:23])=[CH:16][CH:15]=2)[CH3:8])=[CH:5][CH:6]=1 |f:1.2,3.4,6.7|. Reported procedure: Reaction and post-treatment were carried out according to Example 4 using 353 mg of ethyl 3-[4-[2-[[1-(4-biphenylyl)ethylidene]aminoxy]ethoxy]phenyl]-2-(N-phenyl-N-ethylamino)propionate obtained in Example 11 and 2 ml of a 1N aqueous sodium hydroxide solution. The product thus obtained was further treated with a 4N hydrogen chloride-dioxane solution to obtain 280 mg of hydrochloride of the desired compound as an amorphous powder. Starting materials: N1(CCCCC1)CC1=CC(=NC=C1)OC\C=C/CNC(CCCCl)=O (N-[4-(4-piperidinomethyl-2-pyridyloxy) -cis-2-butenyl]-4-chlorobutyramide), SC=1OC(=NN1)C (2-mercapto-5-methyl -1,3,4-oxadiazole). The product is N1(CCCCC1)CC1=CC(=NC=C1)OC\C=C/CNC(CCCSC=1OC(=NN1)C)=O (N-[4-(4-Piperidinomethyl-2-pyridyloxy)-cis-2-butenyl]-4-(5-methyl-1,3,4-oxadiazol-2-ylthio)butyramide). Isolated yield 79.0%. Reaction SMILES: [N:1]1([CH2:7][C:8]2[CH:13]=[CH:12][N:11]=[C:10]([O:14][CH2:15]/[CH:16]=[CH:17]\[CH2:18][NH:19][C:20](=[O:25])[CH2:21][CH2:22][CH2:23]Cl)[CH:9]=2)[CH2:6][CH2:5][CH2:4][CH2:3][CH2:2]1.[SH:26][C:27]1[O:28][C:29]([CH3:32])=[N:30][N:31]=1>>[N:1]1([CH2:7][C:8]2[CH:13]=[CH:12][N:11]=[C:10]([O:14][CH2:15]/[CH:16]=[CH:17]\[CH2:18][NH:19][C:20](=[O:25])[CH2:21][CH2:22][CH2:23][S:26][C:27]3[O:28][C:29]([CH3:32])=[N:30][N:31]=3)[CH:9]=2)[CH2:6][CH2:5][CH2:4][CH2:3][CH2:2]1. Procedure details: Following a procedure similar to that described in Example 34, but using N-[4-(4-piperidinomethyl-2-pyridyloxy) -cis-2-butenyl]-4-chlorobutyramide (prepared as described in Preparation 2) and 2-mercapto-5-methyl -1,3,4-oxadiazole as starting materials, in relative proportions similar to those used in that Example, the title compound was obtained as an oil in a 79% yield.